From a dataset of the Open Reaction Database (ORD), a public repository of structured organic reaction records. describe an organic reaction: reactants, conditions, products, and yield Starting materials: NC1=C(C=CC=C1)S (2-Aminothiophenol), ClC1=CC=C(C=O)C=C1 (p-chlorobenzaldehyde), aldehyde. The product is ClC1=CC=C(C=C1)C=1SC2=C(N1)C=CC=C2 (2-(4-Chlorophenyl)benzothiazoline). Reaction SMILES: [NH2:1][C:2]1[CH:7]=[CH:6][CH:5]=[CH:4][C:3]=1[SH:8].[Cl:9][C:10]1[CH:17]=[CH:16][C:13]([CH:14]=O)=[CH:12][CH:11]=1>>[Cl:9][C:10]1[CH:17]=[CH:16][C:13]([C:14]2[S:8][C:3]3[CH:4]=[CH:5][CH:6]=[CH:7][C:2]=3[N:1]=2)=[CH:12][CH:11]=1. Procedure details: 2-Aminothiophenol (12.5 g, 0.1 mole) and 14.1 g (0.1 mole) p-chlorobenzaldehyde were combined in an Erlenmeyer flask at room temperature. The aldehyde dissolved in the mixture which became cloudy after a few minutes. Heat was evolved and the mixture gradually solidified. The product was recrystallized from ethanol yielding 18.0 g (73%) pale yellow crystals, mp. 85°-87°. The reactants are FC1=CC=C(CCC=2C(=NC(=CC2)OC(CC2=CN=CN2C)C2=CC=C(C=C2)F)C(=O)OC)C=C1 (methyl 3-(4-fluorophenethyl)-6-[1-(4-fluorophenyl)-2-(1-methylimidazol-5-yl)ethoxy]pyridin-2-carboxylate), [OH-].[Na+] (sodium hydroxide), O (water). Run in CO (methanol). Product: FC1=CC=C(CCC=2C(=NC(=CC2)OC(CC2=CN=CN2C)C2=CC=C(C=C2)F)C(=O)O)C=C1 (3-(4-fluorophenethyl)-6-[1-(4-fluorophenyl)-2-(1-methylimidazol-5-yl)ethoxy]pyridin-2-carboxylic acid). Yield: 80.6%. RXN SMILES: [F:1][C:2]1[CH:35]=[CH:34][C:5]([CH2:6][CH2:7][C:8]2[C:9]([C:30]([O:32]C)=[O:31])=[N:10][C:11]([O:14][CH:15]([C:23]3[CH:28]=[CH:27][C:26]([F:29])=[CH:25][CH:24]=3)[CH2:16][C:17]3[N:21]([CH3:22])[CH:20]=[N:19][CH:18]=3)=[CH:12][CH:13]=2)=[CH:4][CH:3]=1.[OH-].[Na+].O>CO>[F:1][C:2]1[CH:35]=[CH:34][C:5]([CH2:6][CH2:7][C:8]2[C:9]([C:30]([OH:32])=[O:31])=[N:10][C:11]([O:14][CH:15]([C:23]3[CH:28]=[CH:27][C:26]([F:29])=[CH:25][CH:24]=3)[CH2:16][C:17]3[N:21]([CH3:22])[CH:20]=[N:19][CH:18]=3)=[CH:12][CH:13]=2)=[CH:4][CH:3]=1 |f:1.2|. Reported procedure: A mixture of methyl 3-(4-fluorophenethyl)-6-[1-(4-fluorophenyl)-2-(1-methylimidazol-5-yl)ethoxy]pyridin-2-carboxylate (1.56 g), sodium hydroxide (0.65 g), water (12 ml) and methanol (80 ml) was heated at reflux for 16 hours and then cooled to ambient temperature. The mixture was concentrated under reduced pressure, 1M citric acid (17 ml) added and the mixture extracted with 10% methanol/dichloromethane (1×50 ml, 2×30 ml). The extracts were dried and concentrated under reduced pressure to give 3-... Starting materials: [Si](C)(C)(C(C)(C)C)O[C@H](C)[C@H]1C(N([C@@H]1[C@H](C(C(C)(C)O)=O)C)C(=O)C(=O)OCC)=O ((3S,4R)-3-[(1R)-1-(t-butyldimethylsilyloxy)ethyl]-1-(ethoxalyl)-4-[(1R)-3-hydroxy-1,3-dimethyl-2-oxobutyl]-2-azetidinone), I(=O)(=O)(=O)O (periodic acid). Run in CO (methanol). Conditions: time 5 hour. Product: [Si](C)(C)(C(C)(C)C)O[C@H](C)[C@@H]1[C@H](N(C1=O)C(=O)C(=O)OCC)[C@H](C(=O)O)C ((2R)-2-[(2S,3S)-3-{(1R)-1-(t-butyldimethylsilyloxy)ethyl}-1-(ethoxalyl)-4-oxoazetidin-2-yl]propionic acid). As a reaction SMILES: [Si:1]([O:8][C@@H:9]([C@@H:11]1[C@@H:14]([C@@H:15]([CH3:22])[C:16](=[O:21])C(O)(C)C)[N:13]([C:23]([C:25]([O:27][CH2:28][CH3:29])=[O:26])=[O:24])[C:12]1=[O:30])[CH3:10])([C:4]([CH3:7])([CH3:6])[CH3:5])([CH3:3])[CH3:2].I(O)(=O)(=O)=[O:32]>CO>[Si:1]([O:8][C@@H:9]([C@H:11]1[C:12](=[O:30])[N:13]([C:23]([C:25]([O:27][CH2:28][CH3:29])=[O:26])=[O:24])[C@@H:14]1[C@@H:15]([CH3:22])[C:16]([OH:32])=[O:21])[CH3:10])([C:4]([CH3:6])([CH3:7])[CH3:5])([CH3:2])[CH3:3]. Reported procedure: To a solution of (3S,4R)-3-[(1R)-1-(t-butyldimethylsilyloxy)ethyl]-1-(ethoxalyl)-4-[(1R)-3-hydroxy-1,3-dimethyl-2-oxobutyl]-2-azetidinone (50 mg) in methanol (2 ml) was added 0.54M aqueous periodic acid solution (1.0 ml). After stirring at room temperature for 5 hours, the solvent was removed in vacuo and the residue was extracted with dichloromethane. The extract was dried over magnesium sulfate and evaporated to afford (2R)-2-[(2S,3S)-3-{(1R)-1-(t-butyldimethylsilyloxy)ethyl}-1-(ethoxalyl)-4-o... The reactants are C([O-])([O-])=O.[Na+].[Na+] (sodium carbonate), NC[C@H]1CN(C[C@H]1O)CCN1C(C=CC2=NC=C(C=C12)F)=O (1-{2-[(3S,4S)-3-(Aminomethyl)-4-hydroxy-1-pyrrolidinyl]ethyl}-7-fluoro-1,5-naphthyridin-2(1H)-one), O=C1NC2=C(SC1)C=CC(=N2)C=O (3-oxo-3,4-dihydro-2H-pyrido[3,2-b][1,4]thiazine-6-carboxaldehyde), C(C)(=O)O[BH-](OC(C)=O)OC(C)=O.[Na+] (sodium triacetoxyborohydride), Example 7(d), C(Cl)Cl (DCM). Solvent: CO (MeOH). Reaction conditions: time 18 hour. Product: Cl.FC1=CN=C2C=CC(N(C2=C1)CCN1C[C@@H]([C@@H](C1)O)CNCC=1C=CC=2SCC(NC2N1)=O)=O (6-{[({(3S,4S)-1-[2-(7-fluoro-2-oxo-1,5-naphthyridin-1(2H)-yl)ethyl]-4-hydroxy-3-pyrrolidinyl}methyl)amino]methyl}-2H-pyrido[3,2-b][1,4]thiazin-3(4H)-one Hydrochloride). Yield: 46.0%. Reaction SMILES: [NH2:1][CH2:2][C@@H:3]1[C@H:7]([OH:8])[CH2:6][N:5]([CH2:9][CH2:10][N:11]2[C:20]3[C:15](=[N:16][CH:17]=[C:18]([F:21])[CH:19]=3)[CH:14]=[CH:13][C:12]2=[O:22])[CH2:4]1.[O:23]=[C:24]1[CH2:29][S:28][C:27]2[CH:30]=[CH:31][C:32]([CH:34]=O)=[N:33][C:26]=2[NH:25]1.C(=O)([O-])[O-].[Na+].[Na+].C(O[BH-](OC(=O)C)OC(=O)C)(=O)C.[Na+].C(Cl)[Cl:57]>CO>[ClH:57].[F:21][C:18]1[CH:19]=[C:20]2[C:15]([CH:14]=[CH:13][C:12](=[O:22])[N:11]2[CH2:10][CH2:9][N:5]2[CH2:6][C@@H:7]([OH:8])[C@@H:3]([CH2:2][NH:1][CH2:34][C:32]3[CH:31]=[CH:30][C:27]4[S:28][CH2:29][C:24](=[O:23])[NH:25][C:26]=4[N:33]=3)[CH2:4]2)=[N:16][CH:17]=1 |f:2.3.4,5.6,9.10|. Procedure: 1-{2-[(3S,4S)-3-(Aminomethyl)-4-hydroxy-1-pyrrolidinyl]ethyl}-7-fluoro-1,5-naphthyridin-2(1H)-one (130 mg, 0.423 mmol) and 3-oxo-3,4-dihydro-2H-pyrido[3,2-b][1,4]thiazine-6-carboxaldehyde (for a synthesis, see WO2004058144, Example 7(d) (90 mg, 0.465 mmol) were combined in anhydrous DCM (5 ml) and anhydrous MeOH (1 ml) with a spatula of solid sodium carbonate. The reaction mixture was stirred under nitrogen for 18 h then sodium triacetoxyborohydride (282 mg, 1.27 mmol) was added and stirred for ... Reactants: Brc1c2ccccc2c(-c2ccccc2)c2ccccc12, CC(C)(C)P(C(C)(C)C)C(C)(C)C, CC(C)(C)[O-], Cc1ccccc1, [Na+], c1ccc(Nc2ccc3c(c2)c2ccccc2n3-c2ccccc2)cc1. Product: c1ccc(-c2c3ccccc3c(N(c3ccccc3)c3ccc4c(c3)c3ccccc3n4-c3ccccc3)c3ccccc23)cc1. RXN SMILES: [Br:1][c:2]1[c:3]2[cH:4][cH:5][cH:6][cH:7][c:8]2[c:9](-[c:16]2[cH:17][cH:18][cH:19][cH:20][cH:21]2)[c:10]2[cH:11][cH:12][cH:13][cH:14][c:15]12.[C:54]([P:55]([C:56]([CH3:57])([CH3:58])[CH3:59])[C:60]([CH3:61])([CH3:62])[CH3:63])([CH3:64])([CH3:65])[CH3:66].[CH3:48][C:49]([CH3:50])([O-:51])[CH3:52].[CH3:67][c:68]1[cH:69][cH:70][cH:71][cH:72][cH:73]1.[Na+:53].[c:22]1([NH:28][c:29]2[cH:30][cH:31][c:32]3[n:33](-[c:42]4[cH:43][cH:44][cH:45][cH:46][cH:47]4)[c:34]4[cH:35][cH:36][cH:37][cH:38][c:39]4[c:40]3[cH:41]2)[cH:23][cH:24][cH:25][cH:26][cH:27]1>>[c:2]1([N:28]([c:22]2[cH:23][cH:24][cH:25][cH:26][cH:27]2)[c:29]2[cH:30][cH:31][c:32]3[n:33](-[c:42]4[cH:43][cH:44][cH:45][cH:46][cH:47]4)[c:34]4[cH:35][cH:36][cH:37][cH:38][c:39]4[c:40]3[cH:41]2)[c:3]2[cH:4][cH:5][cH:6][cH:7][c:8]2[c:9](-[c:16]2[cH:17][cH:18][cH:19][cH:20][cH:21]2)[c:10]2[cH:11][cH:12][cH:13][cH:14][c:15]12.